Dataset: the Open Reaction Database (ORD), a public repository of structured organic reaction records. Task: describe an organic reaction: reactants, conditions, products, and yield Reactants: N([O])(S(=O)(=O)[O-])S(=O)(=O)[O-].[K+].[K+] (potassium nitrosodisulfonate), Cl.ClC1=CC=C2CCNCC2=C1Cl (7,8-dichloro-1,2,3,4-tetrahydroisoquinoline hydrochloride). The solvent is C([O-])([O-])=O.[Na+].[Na+] (sodium carbonate), C([O-])([O-])=O.[Na+].[Na+] (sodium carbonate). Run at time 23 hour. Product: ClC1=CC=C2CCN=CC2=C1Cl (7,8-dichloro-3,4-dihydroisoquinoline). As a reaction SMILES: N(S([O-])(=O)=O)(S([O-])(=O)=O)[O].[K+].[K+].Cl.[Cl:14][C:15]1[C:24]([Cl:25])=[C:23]2[C:18]([CH2:19][CH2:20][NH:21][CH2:22]2)=[CH:17][CH:16]=1>C(=O)([O-])[O-].[Na+].[Na+]>[Cl:14][C:15]1[C:24]([Cl:25])=[C:23]2[C:18]([CH2:19][CH2:20][N:21]=[CH:22]2)=[CH:17][CH:16]=1 |f:0.1.2,3.4,5.6.7,^1:9|. Reported procedure: To a mixture of 1 liter 5 percent aqueous sodium carbonate and 62.6 g. (0.233 mole) potassium nitrosodisulfonate was added 21.9 g. (0.092 mole) 7,8-dichloro-1,2,3,4-tetrahydroisoquinoline hydrochloride and then 0.1 liter 5 percent aqueous sodium carbonate. The reaction mixture was stirred at room temperature for 23 hours. The reaction mixture was then extracted with methylene chloride (3×250 ml.). The combined extract was washed with saturated sodium chloride solution, dried over anhydrous magne... Starting materials: OB(O)c1ccccc1 (effective_coupling_partner), CCN(CC)C(=O)Oc2ccc1ccccc1c2 (substrate). The reagents and catalysts are PCy3. Conditions: temperature 180 celsius, time 10 minute. Product: c1ccccc1c2ccc1ccccc1c2. The reactants are F[B-](F)(F)F.C(C)[O+](CC)CC (Triethyloxonium tetrafluoroborate), C1(CCCCCCC1)=O (Cyclooctanone), [N+](=[N-])=CC(=O)OCC (Ethyl diazoacetate). Solvent: C(Cl)Cl (methylene chloride). Reaction conditions: temperature 0 celsius, time 4 hour. The product is C(C)OC(=O)C1C(CCCCCCC1)=O (2-ethoxycarbonyl-cyclononanone). Reaction SMILES: [C:1]1(=[O:9])[CH2:8][CH2:7][CH2:6][CH2:5][CH2:4][CH2:3][CH2:2]1.F[B-](F)(F)F.C([O+](CC)CC)C.[N+](=[CH:24][C:25]([O:27][CH2:28][CH3:29])=[O:26])=[N-]>C(Cl)Cl>[CH2:28]([O:27][C:25]([CH:24]1[CH2:2][CH2:3][CH2:4][CH2:5][CH2:6][CH2:7][CH2:8][C:1]1=[O:9])=[O:26])[CH3:29] |f:1.2|. Reported procedure: Cyclooctanone (25 g, 198 mmol) is dissolved in methylene chloride (500 mL) and the solution is cooled to 0° C. Triethyloxonium tetrafluoroborate (121.6 g, 640 mmol) is added. Ethyl diazoacetate (41.61 g, 365 mmol) is then added dropwise over 25 minutes, and the reaction is stirred at 0° C. for 4 hours. The reaction is quenched by pouring into a solution of sodium bicarbonate (160 g) in water (1.6 L) and stirring overnight. The reaction mixture is then extracted several times with methylene chlor...